From a dataset of the Open Reaction Database (ORD), a public repository of structured organic reaction records. describe an organic reaction: reactants, conditions, products, and yield Starting materials: C1(C=CCCC1)OC1=CC=C(CO)C=C1 (4-(Cyclohex-2-enyloxy)benzyl alcohol), [Cr](=O)(=O)([O-])Cl.[NH+]1=CC=CC=C1 (Pyridinium chlorochromate). The solvent is C(Cl)Cl (methylene chloride). Reaction conditions: time 72 hour. Yields the product C1(C=CCCC1)OC1=CC=C(C=O)C=C1 (4-(Cyclohex-2-eneyloxy) benzaldehyde). The yield is 77.6%. Reaction SMILES: [CH:1]1([O:7][C:8]2[CH:15]=[CH:14][C:11]([CH2:12][OH:13])=[CH:10][CH:9]=2)[CH2:6][CH2:5][CH2:4][CH:3]=[CH:2]1.[Cr](Cl)([O-])(=O)=O.[NH+]1C=CC=CC=1>C(Cl)Cl>[CH:1]1([O:7][C:8]2[CH:9]=[CH:10][C:11]([CH:12]=[O:13])=[CH:14][CH:15]=2)[CH2:6][CH2:5][CH2:4][CH:3]=[CH:2]1 |f:1.2|. Procedure: The alcohol resulting from Example 37A (4.24 g, 20.7 mmol) was dissolved in 250 mL of methylene chloride under an atmosphere of dry nitrogen. Pyridinium chlorochromate (5.62 g, 26.1 mmol) was added over 5 minutes. After stirring at ambient temperature 72 hours, the mixture was filtered through Celite® and concentrated in vacuo. Flash chromatography on silica gel eluting with 10% ethyl acetate in hexane afforded 3.25 g (77%) of the title compound.